This data is from the Open Reaction Database (ORD), a public repository of structured organic reaction records. The task is: describe an organic reaction: reactants, conditions, products, and yield Starting materials: C(C)(C)(C)OC(=O)N[C@@H](CC(=O)O)CC1=C(C=C(C(=C1)F)F)F ((3R)-3-[(tert-butoxycarbonyl)amino]4-(2,4,5-trifluorophenyl)butanoic acid), C(C)(C)(C)OC(=O)N[C@@H](CC(=O)O)CC1=C(C=C(C(=C1)F)F)F ((3R)-3-[(tert-butoxycarbonyl)amino]4-(2,4,5-trifluorophenyl)butanoic acid), ON1N=NC2=C1C=CC=C2 (1-hydroxybenzotriazole), Cl.CN(CCCN=C=NCC)C (1-[3-(dimethylamino)propyl]-3-ethylcarbodiimide hydrochloride), Cl.Cl.C(C)C1NCCC=2C1=NC=CN2 (5-Ethyl-5,6,7,8-tetrahydropyrido[3,4-b]pyrazine dihydrochloride), Cl.Cl.C(C)C1NCCC=2C1=NC=CN2 (5-Ethyl-5,6,7,8-tetrahydropyrido[3,4-b]pyrazine dihydrochloride), C(C)(C)N(C(C)C)CC (N,N-diisopropylethylamine). Solvent: CN(C=O)C (N,N-dimethylformamide). Conditions: time 16 hour. The product is C(C)(C)(C)OC(=O)N[C@@H](CC(=O)N1C(C2=NC=CN=C2CC1)CC)CC1=C(C=C(C(=C1)F)F)F (6-[(3R)-3-(tert-Butoxycarbonylamino)-4-(2,4,5-trifluorophenyl)butanoyl]-5-ethyl-5,6,7,8-tetrahydropyrido[3,4-b]pyrazine). As a reaction SMILES: Cl.Cl.[CH2:3]([CH:5]1[C:10]2=[N:11][CH:12]=[CH:13][N:14]=[C:9]2[CH2:8][CH2:7][NH:6]1)[CH3:4].C(N(CC)C(C)C)(C)C.[C:24]([O:28][C:29]([NH:31][C@H:32]([CH2:37][C:38]1[CH:43]=[C:42]([F:44])[C:41]([F:45])=[CH:40][C:39]=1[F:46])[CH2:33][C:34](O)=[O:35])=[O:30])([CH3:27])([CH3:26])[CH3:25].ON1C2C=CC=CC=2N=N1.Cl.CN(C)CCCN=C=NCC>CN(C)C=O>[C:24]([O:28][C:29]([NH:31][C@H:32]([CH2:37][C:38]1[CH:43]=[C:42]([F:44])[C:41]([F:45])=[CH:40][C:39]=1[F:46])[CH2:33][C:34]([N:6]1[CH2:7][CH2:8][C:9]2[C:10](=[N:11][CH:12]=[CH:13][N:14]=2)[CH:5]1[CH2:3][CH3:4])=[O:35])=[O:30])([CH3:27])([CH3:25])[CH3:26] |f:0.1.2,6.7|. Procedure details: 5-Ethyl-5,6,7,8-tetrahydropyrido[3,4-b]pyrazine dihydrochloride (Intermediate 32, 26 mg, 0.11 mmol) was dissolved in N,N-dimethylformamide (DMF, 0.75 mL) containing N,N-diisopropylethylamine (0.046 mL, 34 mg, 0.26 mmol). (3R)-3-(tert-Butoxycarbonylamino)4 (2,4,5-trifluorophenyl)butanoic acid (Intermediate 3, 36 mg, 0.11 mmol), 1-hydroxybenzotriazole (16 mg, 0.12 mmol), and a portion of molecular sieve pellets (4 Å) were added, followed 10 min later by 1-[3-(dimethylamino)propyl]-3-ethylcarbodiim... The reactants are CC(=O)N1C(=O)N(N=Cc2cccnc2)Cc2cc(C(F)(C(F)(F)F)C(F)(F)F)ccc21, C, CN(C)C=O, [Pd], O=S(=O)(O)O. Yields the product CC(=O)N1C(=O)N(NCc2cccnc2)Cc2cc(C(F)(C(F)(F)F)C(F)(F)F)ccc21. As a reaction SMILES: [C:1]([CH3:2])(=[O:3])[N:4]1[C:5](=[O:32])[N:6]([N:24]=[CH:25][c:26]2[cH:27][n:28][cH:29][cH:30][cH:31]2)[CH2:7][c:8]2[cH:9][c:10]([C:14]([C:15]([F:16])([F:17])[F:18])([C:19]([F:20])([F:21])[F:22])[F:23])[cH:11][cH:12][c:13]21.[C:38].[CH3:40][N:41]([CH3:42])[CH:43]=[O:44].[Pd:39].[S:33](=[O:34])(=[O:35])([OH:36])[OH:37]>>[C:1]([CH3:2])(=[O:3])[N:4]1[C:5](=[O:32])[N:6]([NH:24][CH2:25][c:26]2[cH:27][n:28][cH:29][cH:30][cH:31]2)[CH2:7][c:8]2[cH:9][c:10]([C:14]([C:15]([F:16])([F:17])[F:18])([C:19]([F:20])([F:21])[F:22])[F:23])[cH:11][cH:12][c:13]21. Reactants: ClC1=C(C(=NC2=CC(=CC(=C12)F)F)C1=C(C=CC=C1)S(=O)(=O)C)C (4-chloro-5,7-difluoro-3-methyl-2-(2-(methylsulfonyl)phenyl)quinoline), N1CCOCC1 (morpholine). Product: ClC1=C(C(=NC2=CC(=CC(=C12)F)F)N1CCOCC1)C (4-(4-chloro-5,7-difluoro-3-methylquinolin-2-yl)morpholine). As a reaction SMILES: [Cl:1][C:2]1[C:11]2[C:6](=[CH:7][C:8]([F:13])=[CH:9][C:10]=2[F:12])[N:5]=[C:4](C2C=CC=CC=2S(C)(=O)=O)[C:3]=1[CH3:24].[NH:25]1[CH2:30][CH2:29][O:28][CH2:27][CH2:26]1>>[Cl:1][C:2]1[C:11]2[C:6](=[CH:7][C:8]([F:13])=[CH:9][C:10]=2[F:12])[N:5]=[C:4]([N:25]2[CH2:30][CH2:29][O:28][CH2:27][CH2:26]2)[C:3]=1[CH3:24]. Reported procedure: Essentially prepared according to Procedure G using 4-chloro-5,7-difluoro-3-methyl-2-(2-(methylsulfonyl)phenyl)quinoline (380.0 mg, 1.50 mmol) and morpholine to give 4-(4-chloro-5,7-difluoro-3-methylquinolin-2-yl)morpholine. Mass Spectrum (ESI) m/e=299.0 (M+1). The reactants are C1=C(C=CC2=CC=CC=C12)CC(=O)O (2-naphtylacetic acid), C1(=CC=C(C=C1)S(=O)(=O)O)C (paratoluensulfonic acid). The solvent is C(C)O (ethanol). Product: C1=C(C=CC2=CC=CC=C12)CC(=O)OCC (Ethyl 2-Naphtylacetate). Isolated yield 906.6%. As a reaction SMILES: [CH:1]1[C:10]2[C:5](=[CH:6][CH:7]=[CH:8][CH:9]=2)[CH:4]=[CH:3][C:2]=1[CH2:11][C:12]([OH:14])=[O:13].[C:15]1(C)C=CC(S(O)(=O)=O)=C[CH:16]=1>C(O)C>[CH:1]1[C:10]2[C:5](=[CH:6][CH:7]=[CH:8][CH:9]=2)[CH:4]=[CH:3][C:2]=1[CH2:11][C:12]([O:14][CH2:15][CH3:16])=[O:13]. Procedure details: To a solution of 2-naphtylacetic acid (5 g) in 50 ml of ethanol are added 0.5 g of paratoluensulfonic acid, then the reaction mixture is refluxed for about 4 hours. The solvent is evaporated off and the residue is dissolved in diethyl ether, washed twice with a saturated aqueous solution of sodium hydrogencarbonate and once with brine, then the pooled organic extracts are dried over sodium sulfate and concentrated to dryness. 5.64 g of the product as a yellow oil are obtained. Reactants: O (water), FC(C=1C=CC(=NC1F)N1N=CC=2C=NC(=CC21)C2=NC(=CN=C2)C)F (1-[5-(difluoromethyl)-6-fluoro-2-pyridyl]-6-(6-methylpyrazin-2-yl)pyrazolo[4,3-c]pyridine), N1C[C@H](CCC1)NC(OC(C)(C)C)=O (tert-butyl N-[(3S)-3-piperidyl]carbamate), CN1CCOCC1 (N-Methylmorpholine). The solvent is CN1C(CCC1)=O (1-methyl-2-pyrrolidinone). Conditions: temperature 100 celsius. Product: FC(C=1C(=NC(=CC1)N1N=CC=2C=NC(=CC21)C2=NC(=CN=C2)C)N2C[C@H](CCC2)NC(OC(C)(C)C)=O)F (tert-butyl N-[(3S)-1-[3-(difluoromethyl)-6-[6-(6-methylpyrazin-2-yl)pyrazolo[4,3-c]pyridin-1-yl]-2-pyridyl]-3-piperidyl]carbamate). Yield: 100.0%. RXN SMILES: [F:1][CH:2]([F:26])[C:3]1[CH:4]=[CH:5][C:6]([N:10]2[C:18]3[CH:17]=[C:16]([C:19]4[CH:24]=[N:23][CH:22]=[C:21]([CH3:25])[N:20]=4)[N:15]=[CH:14][C:13]=3[CH:12]=[N:11]2)=[N:7][C:8]=1F.[NH:27]1[CH2:32][CH2:31][CH2:30][C@H:29]([NH:33][C:34](=[O:40])[O:35][C:36]([CH3:39])([CH3:38])[CH3:37])[CH2:28]1.CN1CCOCC1.O>CN1CCCC1=O>[F:26][CH:2]([F:1])[C:3]1[C:8]([N:27]2[CH2:32][CH2:31][CH2:30][C@H:29]([NH:33][C:34](=[O:40])[O:35][C:36]([CH3:38])([CH3:37])[CH3:39])[CH2:28]2)=[N:7][C:6]([N:10]2[C:18]3[CH:17]=[C:16]([C:19]4[CH:24]=[N:23][CH:22]=[C:21]([CH3:25])[N:20]=4)[N:15]=[CH:14][C:13]=3[CH:12]=[N:11]2)=[CH:5][CH:4]=1. Procedure: A mixture of 1-[5-(difluoromethyl)-6-fluoro-2-pyridyl]-6-(6-methylpyrazin-2-yl)pyrazolo[4,3-c]pyridine (0.0977 mmol; 34.8 mg), tert-butyl N-[(3S)-3-piperidyl]carbamate (0.147 mmol; 29.3 mg), and N-Methylmorpholine (0.244 mmol; 24.9 mg; 0.0271 mL) in 1-methyl-2-pyrrolidinone (3 mL) in a sealed pressure vial was heated at 100° C. overnight. The mixture was poured into water, and extracted with EtOAc. The organic layer was concentrated. The residue was purified on silica eluted with 0 to 100% EtOAc... Starting materials: C(C)(=O)OCC (ethyl acetate), CC1=C(N)C=C(C(=C1)O)C (2,5-dimethyl-4-hydroxyaniline), C(C)(C)(C)C1=NSC(=N1)Cl (3-(tert-butyl)-5-chloro-1,2,4-thiadiazole), [H-].[Na+] (sodium hydride). Solvent: CN(C=O)C (N,N-dimethylformamide). Reaction conditions: temperature 100 celsius. Product: C(C)(C)(C)C1=NSC(=N1)OC1=CC(=C(N)C=C1C)C (4-[(3-(tert-Butyl)-1,2,4-thiadiazol-5-yl)oxy]-2,5-dimethylaniline). Yield: 90.0%. As a reaction SMILES: [CH3:1][C:2]1[CH:8]=[C:7]([OH:9])[C:6]([CH3:10])=[CH:5][C:3]=1[NH2:4].[H-].[Na+].[C:13]([C:17]1[N:21]=[C:20](Cl)[S:19][N:18]=1)([CH3:16])([CH3:15])[CH3:14].C(OCC)(=O)C>CN(C)C=O>[C:13]([C:17]1[N:21]=[C:20]([O:9][C:7]2[C:6]([CH3:10])=[CH:5][C:3]([NH2:4])=[C:2]([CH3:1])[CH:8]=2)[S:19][N:18]=1)([CH3:16])([CH3:15])[CH3:14] |f:1.2|. Procedure details: 754 mg (5.50 mmol) of 2,5-dimethyl-4-hydroxyaniline are dissolved in 5 ml of N,N-dimethylformamide and slowly treated with 242 mg (6.05 mmol) of sodium hydride. The reaction mixture is stirred for 15 min, before 972 mg (5.50 mmol) of 3-(tert-butyl)-5-chloro-1,2,4-thiadiazole are added. Subsequently, the reaction mixture is heated at 100° C. for 1 h and then cooled down to AT. After addition of 20 ml of ethyl acetate, the solution is extracted three times with water and dried over MgSO4, and the ... The reactants are C(C)(C)(C)NS(=O)(=O)C=1SC(=CC1)C1=CC(=CC=C1)C1=NC(=CC(=N1)C(F)(F)F)C1=CC=C(C=C1)F (N-tert-butyl-5-{3-[6-(4-fluoro-phenyl)-4-trifluoromethyl-pyrimidin-2-yl]-phenyl}-thiophene-2-sulfonic acid amide), C(=O)(C(F)(F)F)O (TFA). The solvent is ClCCl (dichloromethane). Run at time 15 hour. Product: FC1=CC=C(C=C1)C1=NC(=NC(=C1)C(F)(F)F)C=1C=C(C=CC1)C1=CC=C(S1)S(=O)(=O)N (5-{3-[4-(4-Fluoro-phenyl)-6-trifluoromethyl-pyrimidin-2-yl]-phenyl}-thiophene-2-sulfonic acid amide). The yield is 51.3%. Reaction SMILES: C([NH:5][S:6]([C:9]1[S:10][C:11]([C:14]2[CH:19]=[CH:18][CH:17]=[C:16]([C:20]3[N:25]=[C:24]([C:26]([F:29])([F:28])[F:27])[CH:23]=[C:22]([C:30]4[CH:35]=[CH:34][C:33]([F:36])=[CH:32][CH:31]=4)[N:21]=3)[CH:15]=2)=[CH:12][CH:13]=1)(=[O:8])=[O:7])(C)(C)C.C(O)(C(F)(F)F)=O>ClCCl>[F:36][C:33]1[CH:32]=[CH:31][C:30]([C:22]2[CH:23]=[C:24]([C:26]([F:28])([F:29])[F:27])[N:25]=[C:20]([C:16]3[CH:15]=[C:14]([C:11]4[S:10][C:9]([S:6]([NH2:5])(=[O:8])=[O:7])=[CH:13][CH:12]=4)[CH:19]=[CH:18][CH:17]=3)[N:21]=2)=[CH:35][CH:34]=1. Procedure: To a cooled and stirred solution of N-tert-butyl-5-{3-[6-(4-fluoro-phenyl)-4-trifluoromethyl-pyrimidin-2-yl]-phenyl}-thiophene-2-sulfonic acid amide (0.37 g) in dichloromethane (6 ml) was added TFA (6 ml) and the reaction mixture was allowed to stir at room temperature for 15 h. The mixture was evaporated to dryness, poured into 2N NaHCO3 solution (25 ml) and extracted with ethyl acetate (3×50 ml). The combined organic layers were washed with brine (50 ml), dried (MgSO4) and evaporated. Further ... Reactants: ClC1=CC2=C(NC(C3=C(N2)C=CC=C3)=S)C=C1 (7-chloro-5,10-dihydro-dibenzo[b,e][1,4]diazepin-11-thione), NCC=1C=NC=CC1 (3-(aminomethyl)pyridine). Solvent: C(C)OCCO (2-ethoxyethanol). Product: ClC1=CC2=C(N=C(C3=C(N2)C=CC=C3)NCC=3C=NC=CC3)C=C1 ((7-Chloro-5H-dibenzo[b,e][1,4]diazepin-11-yl)pyridin-3-ylmethyl-amine). Isolated yield 59.0%. RXN SMILES: [Cl:1][C:2]1[CH:17]=[CH:16][C:5]2[NH:6][C:7](=S)[C:8]3[CH:14]=[CH:13][CH:12]=[CH:11][C:9]=3[NH:10][C:4]=2[CH:3]=1.[NH2:18][CH2:19][C:20]1[CH:21]=[N:22][CH:23]=[CH:24][CH:25]=1>C(OCCO)C>[Cl:1][C:2]1[CH:17]=[CH:16][C:5]2[N:6]=[C:7]([NH:18][CH2:19][C:20]3[CH:21]=[N:22][CH:23]=[CH:24][CH:25]=3)[C:8]3[CH:14]=[CH:13][CH:12]=[CH:11][C:9]=3[NH:10][C:4]=2[CH:3]=1. Procedure: A solution of 0.41 g (1.57 mmol) of 7-chloro-5,10-dihydro-dibenzo[b,e][1,4]diazepin-11-thione (Hunziker F., et al., Helv. Chim. Acta, 50:1588 (1967)) in 10 mL 2-ethoxyethanol was treated with 0.32 mL (3.14 mmol) of 3-(aminomethyl)pyridine and heated at reflux for 22 hours. The solvent was removed under reduced pressure and the residue mixed with EtOAc and filtered to give 0.31 g of product. The filtrate was concentrated and chromatographed on silica gel, eluting with EtOAc to give an additional ... Reactants: C(CCC)[Sn](C=1SC=CN1)(CCCC)CCCC (2-Tributylstannylthiazole), C(CCC)[Sn](C=1SC=CN1)(CCCC)CCCC (2-tributylstannylthiazole), BrC1=COC2=C1C=NC(=C2O[C@H](C)C2=C(C(=CC=C2Cl)F)Cl)N (3-bromo-7-[(R)-1-(2,6-dichloro-3-fluorophenyl)-ethoxy]-furo[3,2-c]pyridin-6-ylamine), [F-].[K+] (KF), O1CCOCC1 (1,4-dioxane). The reagents and catalysts are C=1C=CC(=CC1)[P](C=2C=CC=CC2)(C=3C=CC=CC3)[Pd]([P](C=4C=CC=CC4)(C=5C=CC=CC5)C=6C=CC=CC6)([P](C=7C=CC=CC7)(C=8C=CC=CC8)C=9C=CC=CC9)[P](C=1C=CC=CC1)(C=1C=CC=CC1)C=1C=CC=CC1 (Pd(PPh3)4). Solvent: C(Cl)Cl (DCM). Reaction conditions: temperature 100 celsius. The product is ClC1=C(C(=CC=C1F)Cl)[C@@H](C)OC=1C2=C(C=NC1N)C(=CO2)C=2SC=CN2 (7-[(R)-1-(2,6-Dichloro-3-fluorophenyl)-ethoxy]-3-thiazol-2-ylfuro[3,2-c]pyridin-6-ylamine). Reaction SMILES: Br[C:2]1[C:6]2[CH:7]=[N:8][C:9]([NH2:23])=[C:10]([O:11][C@@H:12]([C:14]3[C:19]([Cl:20])=[CH:18][CH:17]=[C:16]([F:21])[C:15]=3[Cl:22])[CH3:13])[C:5]=2[O:4][CH:3]=1.[F-].[K+].O1CCOCC1.C([Sn](CCCC)(CCCC)[C:37]1[S:38][CH:39]=[CH:40][N:41]=1)CCC>C(Cl)Cl.C1C=CC([P]([Pd]([P](C2C=CC=CC=2)(C2C=CC=CC=2)C2C=CC=CC=2)([P](C2C=CC=CC=2)(C2C=CC=CC=2)C2C=CC=CC=2)[P](C2C=CC=CC=2)(C2C=CC=CC=2)C2C=CC=CC=2)(C2C=CC=CC=2)C2C=CC=CC=2)=CC=1>[Cl:22][C:15]1[C:16]([F:21])=[CH:17][CH:18]=[C:19]([Cl:20])[C:14]=1[C@H:12]([O:11][C:10]1[C:5]2[O:4][CH:3]=[C:2]([C:37]3[S:38][CH:39]=[CH:40][N:41]=3)[C:6]=2[CH:7]=[N:8][C:9]=1[NH2:23])[CH3:13] |f:1.2,^1:56,58,77,96|. Procedure: A mixture of 3-bromo-7-[(R)-1-(2,6-dichloro-3-fluorophenyl)-ethoxy]-furo[3,2-c]pyridin-6-ylamine (49.0 mg, 0.117 mmol), KF (44 mg, 0.75 mmol), and Pd(PPh3)4 (13 mg, 0.011 mmol) in 1,4-dioxane (1.0 mL, 13 mmol) in a microwave reactor vial was evacuated and refilled with nitrogen (3×). 2-Tributylstannylthiazole (50 μL, 0.16 mmol) was added, and the reaction mixture was heated to 100° C. for 45 min in a microwave reactor. Further 2-tributylstannylthiazole (50 μL, 0.16 mmol) was added, and the react...